From a dataset of the Open Reaction Database (ORD), a public repository of structured organic reaction records. describe an organic reaction: reactants, conditions, products, and yield Starting materials: CCc1ccc(Cc2ccnnc2OC)cc1, CO, ClC(Cl)Cl. Product: CCc1ccc(Cc2ccn[nH]c2=O)cc1. Reaction SMILES: [CH2:1]([CH3:2])[c:3]1[cH:4][cH:5][c:6]([CH2:7][c:8]2[c:9]([O:14][CH3:15])[n:10][n:11][cH:12][cH:13]2)[cH:16][cH:17]1.[CH3:22][OH:23].[CH:18]([Cl:19])([Cl:20])[Cl:21]>>[CH2:1]([CH3:2])[c:3]1[cH:4][cH:5][c:6]([CH2:7][c:8]2[c:9](=[O:14])[nH:10][n:11][cH:12][cH:13]2)[cH:16][cH:17]1. Reactants: C[O-].[Na+].CO (NaOMe MeOH), C(CCC)OC(=O)C=1N=CC2=CC(=CC=C2C1O)OC1=CC=C(C=C1)OC (4-hydroxy-7-(4-methoxy-phenoxy)-isoquinoline-3-carboxylic acid butyl ester), Cl (HCl), resultant mixture. The solvent is CN(C)C=O (DMF), O (water). The product is COC(=O)C=1N=CC2=CC(=CC=C2C1O)OC1=CC=C(C=C1)OC (4-Hydroxy-7-(4-methoxy-phenoxy)-isoquinoline-3-carboxylic acid methyl ester). Isolated yield 85.0%. Reaction SMILES: [CH2:1]([O:5][C:6]([C:8]1[N:9]=[CH:10][C:11]2[C:16]([C:17]=1[OH:18])=[CH:15][CH:14]=[C:13]([O:19][C:20]1[CH:25]=[CH:24][C:23]([O:26][CH3:27])=[CH:22][CH:21]=1)[CH:12]=2)=[O:7])CCC.C[O-].[Na+].CO.Cl>CN(C=O)C.O>[CH3:1][O:5][C:6]([C:8]1[N:9]=[CH:10][C:11]2[C:16]([C:17]=1[OH:18])=[CH:15][CH:14]=[C:13]([O:19][C:20]1[CH:25]=[CH:24][C:23]([O:26][CH3:27])=[CH:22][CH:21]=1)[CH:12]=2)=[O:7] |f:1.2.3|. Reported procedure: To a mixture of 4-hydroxy-7-(4-methoxy-phenoxy)-isoquinoline-3-carboxylic acid butyl ester (prepared according to U.S. Pat. No. 7,928,120) (20 mg, 0.054 mmol) in DMF (0.5 mL) was added 0.5 M NaOMe/MeOH (0.32 mL, 0.16 mmol). The resultant mixture was microwaved at 80° C. for 1.5 h. Reaction mixture was diluted with water (70 mL) and acidified by 1 N HCl to pH=4. Precipitate was collected and dried in vacuo to provide the title compound 15 mg (0.046 mmol) in 85% yield. LC-MS ESI+: 326.10 (M+1)+. Starting materials: [BH4-], C1CCOC1, CCO, [Na+], CC(C)(C)OC(=O)N(CC1CCc2cc([N+](=O)[O-])ccc2O1)CC(O)c1cccnc1. Yields the product CC(C)(C)OC(=O)N(CC1CCc2cc(N)ccc2O1)CC(O)c1cccnc1. As a reaction SMILES: [BH4-:32].[CH2:34]1[O:35][CH2:36][CH2:37][CH2:38]1.[CH3:39][CH2:40][OH:41].[Na+:33].[OH:1][CH:2]([CH2:3][N:4]([C:5]([O:6][C:7]([CH3:8])([CH3:9])[CH3:10])=[O:11])[CH2:12][CH:13]1[O:14][c:15]2[cH:16][cH:17][c:18]([N+:23]([O-:24])=[O:25])[cH:19][c:20]2[CH2:21][CH2:22]1)[c:26]1[cH:27][n:28][cH:29][cH:30][cH:31]1>>[OH:1][CH:2]([CH2:3][N:4]([C:5]([O:6][C:7]([CH3:8])([CH3:9])[CH3:10])=[O:11])[CH2:12][CH:13]1[O:14][c:15]2[cH:16][cH:17][c:18]([NH2:23])[cH:19][c:20]2[CH2:21][CH2:22]1)[c:26]1[cH:27][n:28][cH:29][cH:30][cH:31]1. The reactants are CC(C(N)=S)C (2-methylpropane-thioamide), ClCC(=O)CCl (1,3-dichloroacetone), [O-]S(=O)(=O)[O-].[Mg+2] (MgSO4). Run in CC(=O)C (acetone). The product is Cl.ClCC=1N=C(SC1)C(C)C (4-(Chloromethyl)-2-isopropylthiazole hydrochloride). As a reaction SMILES: [CH3:1][CH:2]([CH3:6])[C:3](=[S:5])[NH2:4].[Cl:7][CH2:8][C:9]([CH2:11]Cl)=O.[O-]S([O-])(=O)=O.[Mg+2]>CC(C)=O>[ClH:7].[Cl:7][CH2:8][C:9]1[N:4]=[C:3]([CH:2]([CH3:6])[CH3:1])[S:5][CH:11]=1 |f:2.3,5.6|. Procedure details: A mixture of 94.0 g (0.91 mol) of 2-methylpropane-thioamide, 115.7 g (0.91 mol) of 1,3-dichloroacetone, and 109.7 g (0.91 mol) of MgSO4 in 1.6 liters of acetone was heated at reflux for 3.5 h. The resulting mixture was allowed to cool, filtered, and the solvent was removed in vacuo to provide the crude desired compound as a yellow oil. 1H NMR (DMSO-d6) δ1.32 (d, J=7 Hz, 6H), 3.27 (heptet, J=7 Hz, 1H), 4.78 (s, 2H), 7.61 (s, 1H). Mass spectrum: (M+H)+ =176. The product is CCOC(=O)C=C(C)COc1ccc(C=C(C)C)cc1OC. As a reaction SMILES: [CH2:24]([Li:25])[CH2:26][CH2:27][CH3:28].[CH3:29][C:30](=[CH:31][C:32](=[O:33])[O:34][CH2:35][CH3:36])[CH2:37][O:38][c:39]1[c:40]([O:47][CH3:48])[cH:41][c:42]([CH:45]=[O:46])[cH:43][cH:44]1.[CH:2]([CH3:3])([CH3:4])[P+:5]([c:6]1[cH:7][cH:8][cH:9][cH:10][cH:11]1)([c:12]1[cH:13][cH:14][cH:15][cH:16][cH:17]1)[c:18]1[cH:19][cH:20][cH:21][cH:22][cH:23]1.[I-:1].[O:50]1[CH2:51][CH2:52][CH2:53][CH2:54]1.[OH2:49]>>[C:2]([CH3:3])([CH3:4])=[CH:45][c:42]1[cH:41][c:40]([O:47][CH3:48])[c:39]([O:38][CH2:37][C:30]([CH3:29])=[CH:31][C:32](=[O:33])[O:34][CH2:35][CH3:36])[cH:44][cH:43]1. Starting materials: [Li]CCCC, CCOC(=O)C=C(C)COc1ccc(C=O)cc1OC, CC(C)[P+](c1ccccc1)(c1ccccc1)c1ccccc1, [I-], C1CCOC1, O. Reactants: I(=O)(=O)(=O)[O-].[Na+] (sodium periodate), OC[C@H]1N([C@@H]2C[C@@H]2CC1)C(=O)OC(C)(C)C ((1R,3S,6S)-tert-butyl 3-(hydroxymethyl)-2-azabicyclo[4.1.0]heptane-2-carboxylate), crude product, CCCCCC (hexane). Reagents/catalysts: [Ru](Cl)(Cl)Cl (Ruthenium (III)chloride). The solvent is O (water), C(C)#N (ACN), C(Cl)(Cl)(Cl)Cl (carbon tetrachloride), O (water), CCOC(=O)C (EtOAc). Run at time 75 minute. The product is C(C)(C)(C)OC(=O)N1[C@@H]2C[C@@H]2CC[C@H]1C(=O)O ((1R,3S,6S)-2-Aza-bicyclo[4.1.0]heptane-2,3-dicarboxylic acid 2-tert-butyl ester). The yield is 32.5%. RXN SMILES: I([O-])(=O)(=O)=[O:2].[Na+].[OH:7][CH2:8][C@@H:9]1[CH2:15][CH2:14][C@@H:13]2[C@@H:11]([CH2:12]2)[N:10]1[C:16]([O:18][C:19]([CH3:22])([CH3:21])[CH3:20])=[O:17].CCCCCC>O.C(#N)C.C(Cl)(Cl)(Cl)Cl.CCOC(C)=O.[Ru](Cl)(Cl)Cl>[C:19]([O:18][C:16]([N:10]1[C@H:9]([C:8]([OH:2])=[O:7])[CH2:15][CH2:14][C@@H:13]2[C@H:11]1[CH2:12]2)=[O:17])([CH3:22])([CH3:21])[CH3:20] |f:0.1|. Procedure details: To a solution of sodium periodate (15.5 g, 72.6 mmol) in water (80 mL) was added a solution of (1R,3S,6S)-tert-butyl 3-(hydroxymethyl)-2-azabicyclo[4.1.0]heptane-2-carboxylate (5.5 g, 24.2 mmol) in ACN (60 mL) and carbon tetrachloride (60 mL). Ruthenium (III)chloride (246 mg, 1.21 mmol) was added immediately and the reaction mixture was stirred vigorously for 75 min at RT, diluted with water (80 mL), filtered, and extracted with DCM (3×100 mL). The combined organic phase was washed with brine, d... Conditions: time 24 hour. RXN SMILES: Cl.[NH2:2][C@H:3]([C:8]([NH:10][C@H:11]([C:15]([NH:17][C@H:18]([C:26]([O:28][CH3:29])=[O:27])[CH2:19][C:20]1[CH:25]=[CH:24][CH:23]=[CH:22][CH:21]=1)=[O:16])[CH:12]([CH3:14])[CH3:13])=[O:9])[CH2:4][CH:5]([CH3:7])[CH3:6].[I-].[Na+].S(=O)(O)[O-].[Na+].[C:37](=O)(O)[O-].[Na+].ClCC(CCl)=O.[C:48]1([CH2:54][O:55][C:56]([NH:58][C@H:59]([C:64]([OH:66])=O)[CH2:60][CH:61]([CH3:63])[CH3:62])=[O:57])[CH:53]=[CH:52][CH:51]=[CH:50][CH:49]=1>CN(C)C=O.C(OCC)(=O)C>[C:48]1([CH2:54][O:55][C:56]([NH:58][C@@H:59]([CH2:60][CH:61]([CH3:62])[CH3:63])[C:64](=[O:66])[CH2:37][NH:2][C@H:3]([C:8]([NH:10][C@H:11]([C:15]([NH:17][C@H:18]([C:26]([O:28][CH3:29])=[O:27])[CH2:19][C:20]2[CH:21]=[CH:22][CH:23]=[CH:24][CH:25]=2)=[O:16])[CH:12]([CH3:14])[CH3:13])=[O:9])[CH2:4][CH:5]([CH3:7])[CH3:6])=[O:57])[CH:49]=[CH:50][CH:51]=[CH:52][CH:53]=1 |f:0.1,2.3,4.5,6.7,8.9|. Reported procedure: A mixture of 428 mg (1 mmol) of L-leucyl-L-valyl-L-phenylalanine, methyl ester, hydrochloride, 150 mg (1 mmol) of sodium iodide and 19 mg (0.1 mmol) of sodium bisulfite (on the basis of this experiment, its use was abandoned in the preparation of other compounds) was treated with 1 ml of dry dimethylformamide under argon at room temperature. Solid sodium bicarbonate (176 mg, 2.1 mmol) was added followed by a solution of 298 mg (1 mmol) of [(phenylmethoxy)carbonyl]-L-leucine chloromethyl ketone i... The product is C1(=CC=CC=C1)COC(=O)N[C@H](C(CN[C@@H](CC(C)C)C(=O)N[C@@H](C(C)C)C(=O)N[C@@H](CC1=CC=CC=C1)C(=O)OC)=O)CC(C)C (N-[N-[N-[(3S)-3-[[(Phenylmethoxy)carbonyl]amino]-2-oxo-5-methylhexyl]-L-leucyl]-L-valyl]-L-phenylalanine, methyl ester). Yield: 40.3%. The solvent is CN(C=O)C (dimethylformamide), C(C)(=O)OCC (ethyl acetate), CN(C=O)C (dimethylformamide). The reactants are Cl.N[C@@H](CC(C)C)C(=O)N[C@@H](C(C)C)C(=O)N[C@@H](CC1=CC=CC=C1)C(=O)OC (L-leucyl-L-valyl-L-phenylalanine, methyl ester, hydrochloride), [I-].[Na+] (sodium iodide), S([O-])(O)=O.[Na+] (sodium bisulfite), C([O-])(O)=O.[Na+] (sodium bicarbonate), ClCC(=O)CCl.C1(=CC=CC=C1)COC(=O)N[C@@H](CC(C)C)C(=O)O ([(phenylmethoxy)carbonyl]-L-leucine chloromethyl ketone). Reactants: CC(=O)O, NC(=O)Cn1c(-c2ccc(Cl)cc2)nc2cccnc21, O=C(OO)c1cccc(Cl)c1, O. The product is NC(=O)Cn1c(-c2ccc(Cl)cc2)nc2ccc[n+]([O-])c21. RXN SMILES: [CH3:21][C:22]([OH:23])=[O:24].[Cl:1][c:2]1[cH:3][cH:4][c:5](-[c:8]2[n:9][c:10]3[c:11]([n:12][cH:13][cH:14][cH:15]3)[n:16]2[CH2:17][C:18](=[O:19])[NH2:20])[cH:6][cH:7]1.[Cl:25][c:26]1[cH:27][cH:28][cH:29][c:30]([C:31]([O:32][OH:33])=[O:34])[cH:35]1.[OH2:36]>>[Cl:1][c:2]1[cH:3][cH:4][c:5](-[c:8]2[n:9][c:10]3[c:11]([n+:12]([O-:23])[cH:13][cH:14][cH:15]3)[n:16]2[CH2:17][C:18](=[O:19])[NH2:20])[cH:6][cH:7]1. The reactants are FB(F)F, CC[SiH](CC)CC, CCOCC, CCCC1CCC(C2CCC(c3ccc(-c4ccc(OCC)c(F)c4F)c(F)c3F)C(O)O2)CC1, ClCCl, O. Product: CCCC1CCC(C2CCC(c3ccc(-c4ccc(OCC)c(F)c4F)c(F)c3F)CO2)CC1. Reaction SMILES: [B:51]([F:52])([F:53])[F:54].[CH2:39]([SiH:40]([CH2:41][CH3:42])[CH2:43][CH3:44])[CH3:45].[CH2:46]([O:47][CH2:48][CH3:49])[CH3:50].[CH2:4]([CH3:5])[O:6][c:7]1[c:8]([F:38])[c:9]([F:37])[c:10](-[c:13]2[c:14]([F:36])[c:15]([F:35])[c:16]([CH:19]3[CH:20]([OH:34])[O:21][CH:22]([CH:25]4[CH2:26][CH2:27][CH:28]([CH2:31][CH2:32][CH3:33])[CH2:29][CH2:30]4)[CH2:23][CH2:24]3)[cH:17][cH:18]2)[cH:11][cH:12]1.[Cl:1][CH2:2][Cl:3].[OH2:55]>>[CH2:4]([CH3:5])[O:6][c:7]1[c:8]([F:38])[c:9]([F:37])[c:10](-[c:13]2[c:14]([F:36])[c:15]([F:35])[c:16]([CH:19]3[CH2:20][O:21][CH:22]([CH:25]4[CH2:26][CH2:27][CH:28]([CH2:31][CH2:32][CH3:33])[CH2:29][CH2:30]4)[CH2:23][CH2:24]3)[cH:17][cH:18]2)[cH:11][cH:12]1.